Dataset: the Open Reaction Database (ORD), a public repository of structured organic reaction records. Task: describe an organic reaction: reactants, conditions, products, and yield The reactants are NC(=NC#N)NC=1C=C(C=CC1)C(=O)NCC(=O)NC(CC(=O)OCC)C1=CC(=CC(=C1)Cl)Cl (ethyl β-[[2-[[[3-[[amino(cyanoimino)methyl]amino]phenyl]carbonyl]amino]acetyl]amino]-3,5-dichlorobenzenepropanoate), ClC=1C=C(C=C(C1)Cl)C(CC(=O)OC(C)(C)C)NC(CNC(=O)C1=CC(=CC=C1)NC(=NC(=O)OCC)NC(=O)OCC)=O (1,1-dimethylethyl 3,5-dichloro-β-[[2-[[[3-[[[(ethoxycarbonyl)amino][(ethoxycarbonyl)imino]methyl]amino]phenyl]carbonyl]amino]acetyl]amino]benzenepropanoate). Product: ClC=1C=C(C=C(C1)Cl)C(CC(=O)O)NC(CNC(=O)C1=CC(=CC=C1)NC(=NC(=O)OCC)NC(=O)OCC)=O (3,5-dichloro-β-[[2-[[[3-[[[(ethoxycarbonyl)amino][(ethoxycarbonyl)imino]methyl]amino]phenyl]carbonyl]amino]acetyl]amino]benzenepropanoic acid). Reaction SMILES: NC(NC1C=C(C(NCC(NC(C2C=C(Cl)C=C(Cl)C=2)CC(OCC)=O)=O)=O)C=CC=1)=NC#N.[Cl:35][C:36]1[CH:37]=[C:38]([CH:43]([NH:52][C:53](=[O:78])[CH2:54][NH:55][C:56]([C:58]2[CH:63]=[CH:62][CH:61]=[C:60]([NH:64][C:65]([NH:72][C:73]([O:75][CH2:76][CH3:77])=[O:74])=[N:66][C:67]([O:69][CH2:70][CH3:71])=[O:68])[CH:59]=2)=[O:57])[CH2:44][C:45]([O:47]C(C)(C)C)=[O:46])[CH:39]=[C:40]([Cl:42])[CH:41]=1>>[Cl:35][C:36]1[CH:37]=[C:38]([CH:43]([NH:52][C:53](=[O:78])[CH2:54][NH:55][C:56]([C:58]2[CH:63]=[CH:62][CH:61]=[C:60]([NH:64][C:65]([NH:72][C:73]([O:75][CH2:76][CH3:77])=[O:74])=[N:66][C:67]([O:69][CH2:70][CH3:71])=[O:68])[CH:59]=2)=[O:57])[CH2:44][C:45]([OH:47])=[O:46])[CH:39]=[C:40]([Cl:42])[CH:41]=1. Procedure details: The title compound was prepared following the procedure described in Example 160, replacing the compound of Example 159 with the compound of Example 165. The title compound was obtained as a white solid. The reactants are ClC1=CC=C(OC2C(C2C(=O)O)(C)C)C=C1 (3-(4-chlorophenoxy)-2,2-dimethylcyclopropanecarboxylic acid), C([O-])(O)=O.[K+] (potassium bicarbonate), CS(=O)(=O)OC(C1=CC(=C(C=C1)F)OC1=CC=CC=C1)C#N (α-cyano-4-fluoro-3-phenoxybenzyl methanesulfonate). Solvent: C1CCOC1.CN(C)C=O (THF DMF), C1CCOC1.CN(C)C=O (THF DMF), CCOCC (ether). Reaction conditions: time 48 hour. The product is ClC1=CC=C(OC2C(C2C(=O)OC(C2=CC(=C(C=C2)F)OC2=CC=CC=C2)C#N)(C)C)C=C1 (α-cyano-4-fluoro-3-phenoxybenzyl 3-(4-chlorophenoxy)-2,2-dimethylcyclopropanecarboxylate). Reaction SMILES: [Cl:1][C:2]1[CH:16]=[CH:15][C:5]([O:6][CH:7]2[CH:9]([C:10]([OH:12])=[O:11])[C:8]2([CH3:14])[CH3:13])=[CH:4][CH:3]=1.C(=O)(O)[O-].[K+].CS(O[CH:27]([C:42]#[N:43])[C:28]1[CH:33]=[CH:32][C:31]([F:34])=[C:30]([O:35][C:36]2[CH:41]=[CH:40][CH:39]=[CH:38][CH:37]=2)[CH:29]=1)(=O)=O>C1COCC1.CN(C=O)C.CCOCC>[Cl:1][C:2]1[CH:3]=[CH:4][C:5]([O:6][CH:7]2[CH:9]([C:10]([O:12][CH:27]([C:42]#[N:43])[C:28]3[CH:33]=[CH:32][C:31]([F:34])=[C:30]([O:35][C:36]4[CH:41]=[CH:40][CH:39]=[CH:38][CH:37]=4)[CH:29]=3)=[O:11])[C:8]2([CH3:13])[CH3:14])=[CH:15][CH:16]=1 |f:1.2,4.5|. Procedure details: 3-(4-chlorophenoxy)-2,2-dimethylcyclopropanecarboxylic acid (0.82 g, 3.40 mmol) is stirred together with 0.34 g (3.40 mmol) potassium bicarbonate in 10 ml THF/DMF (1:1) for 15 minutes. Then 1.0 g (3.40 mmol) α-cyano-4-fluoro-3-phenoxybenzyl methanesulfonate in 5 ml THF/DMF (1:1) is added and the mixture stirred for approximately 48 hours. The reaction is diluted with ether, washed with water (3×) and sat. NaCl, dried and solvent is removed. The crude product is purified by prep. TLC developing w... Reactants: C(#N)N=C(OC(C)C)C=1C=NC=CC1 (Isopropyl N cyano-3-pyridinecarboximidate), C1(=CC=CC=C1)CCCN (3-phenylpropylamine). Run in CO (methanol). Run at time 50 minute. Yields the product C(#N)NC(=NCCCC1=CC=CC=C1)C=1C=NC=CC1 (N-cyano-N'-(3-phenylpropyl)-3-pyridinecarboximidamide). The yield is 78.1%. RXN SMILES: [C:1]([N:3]=[C:4]([C:9]1[CH:10]=[N:11][CH:12]=[CH:13][CH:14]=1)OC(C)C)#[N:2].[C:15]1([CH2:21][CH2:22][CH2:23][NH2:24])[CH:20]=[CH:19][CH:18]=[CH:17][CH:16]=1>CO>[C:1]([NH:3][C:4]([C:9]1[CH:10]=[N:11][CH:12]=[CH:13][CH:14]=1)=[N:24][CH2:23][CH2:22][CH2:21][C:15]1[CH:20]=[CH:19][CH:18]=[CH:17][CH:16]=1)#[N:2]. Procedure details: Isopropyl N cyano-3-pyridinecarboximidate (0.60 g, 3.2 mmol) was dissolved in methanol (10 ml), and 3-phenylpropylamine (0.47 g, 3.5 mmol) was added. The mixture was stirred at room temperature for 50 minutes. After the reaction was completed, the reaction solution was concentrated under reduced pressure. The residual concentrate thus obtained was subjected to chromatography on a silica gel column (WAKO GEL C 200, 30 g) eluting with chloroform-methanol (100:1). The eluted fractions were concentr...